Dataset: the Open Reaction Database (ORD), a public repository of structured organic reaction records. Task: describe an organic reaction: reactants, conditions, products, and yield The reactants are CCOC(=O)C1CC(NCc2cnc(-c3noc(-c4ccc(CC(C)C)cc4)n3)cn2)C1, CCO, [Na+], [OH-]. The product is CC(C)Cc1ccc(-c2nc(-c3cnc(CNC4CC(C(=O)O)C4)cn3)no2)cc1. RXN SMILES: [CH2:1]([CH3:2])[O:3][C:4](=[O:5])[CH:6]1[CH2:7][CH:8]([NH:10][CH2:11][c:12]2[n:13][cH:14][c:15](-[c:18]3[n:19][o:20][c:21](-[c:23]4[cH:24][cH:25][c:26]([CH2:29][CH:30]([CH3:31])[CH3:32])[cH:27][cH:28]4)[n:22]3)[n:16][cH:17]2)[CH2:9]1.[CH3:35][CH2:36][OH:37].[Na+:34].[OH-:33]>>[O:3]=[C:4]([OH:5])[CH:6]1[CH2:7][CH:8]([NH:10][CH2:11][c:12]2[n:13][cH:14][c:15](-[c:18]3[n:19][o:20][c:21](-[c:23]4[cH:24][cH:25][c:26]([CH2:29][CH:30]([CH3:31])[CH3:32])[cH:27][cH:28]4)[n:22]3)[n:16][cH:17]2)[CH2:9]1. Reactants: [Al+3], C1CCOC1, COCOc1ccc2c(c1)c(C(=O)O)c(C(C)C)n2Cc1ccccc1, [H-], [H-], [H-], [H-], [Li+]. Yields the product COCOc1ccc2c(c1)c(CO)c(C(C)C)n2Cc1ccccc1. Reaction SMILES: [Al+3:2].[CH2:33]1[O:34][CH2:35][CH2:36][CH2:37]1.[CH2:7]([c:8]1[cH:9][cH:10][cH:11][cH:12][cH:13]1)[n:14]1[c:15]([CH:30]([CH3:31])[CH3:32])[c:16]([C:27](=[O:28])[OH:29])[c:17]2[cH:18][c:19]([O:23][CH2:24][O:25][CH3:26])[cH:20][cH:21][c:22]12.[H-:1].[H-:4].[H-:5].[H-:6].[Li+:3]>>[CH2:7]([c:8]1[cH:9][cH:10][cH:11][cH:12][cH:13]1)[n:14]1[c:15]([CH:30]([CH3:31])[CH3:32])[c:16]([CH2:27][OH:28])[c:17]2[cH:18][c:19]([O:23][CH2:24][O:25][CH3:26])[cH:20][cH:21][c:22]12. Reactants: CC(=O)O[BH-](OC(C)=O)OC(C)=O, CN(C)C1CCNCC1, CO, O=Cc1cc2nc(Cl)nc(N3CCOCC3)c2s1. The product is CN(C)C1CCN(Cc2cc3nc(Cl)nc(N4CCOCC4)c3s2)CC1. RXN SMILES: [C:28]([O:29][BH-:30]([O:31][C:32](=[O:33])[CH3:34])[O:35][C:36](=[O:37])[CH3:38])(=[O:39])[CH3:40].[CH3:19][N:20]([CH:21]1[CH2:22][CH2:23][NH:24][CH2:25][CH2:26]1)[CH3:27].[CH3:41][OH:42].[Cl:1][c:2]1[n:3][c:4]([N:13]2[CH2:14][CH2:15][O:16][CH2:17][CH2:18]2)[c:5]2[c:6]([n:7]1)[cH:8][c:9]([CH:11]=[O:12])[s:10]2>>[Cl:1][c:2]1[n:3][c:4]([N:13]2[CH2:14][CH2:15][O:16][CH2:17][CH2:18]2)[c:5]2[c:6]([n:7]1)[cH:8][c:9]([CH2:11][N:24]1[CH2:23][CH2:22][CH:21]([N:20]([CH3:19])[CH3:27])[CH2:26][CH2:25]1)[s:10]2. Reactants: BrC1=CN=C(C2=CC(=CC=C12)C(=O)OC)C1=C(C=C(C=C1F)F)F (methyl 4-bromo-1-(2,4,6-trifluorophenyl)isoquinoline-7-carboxylate), CB1OB(OB(O1)C)C (trimethylboroxin), C([O-])([O-])=O.[Na+].[Na+] (sodium carbonate), O1CCOCC1 (1,4-dioxane). The reagents and catalysts are C=1C=CC(=CC1)[P](C=2C=CC=CC2)(C=3C=CC=CC3)[Pd]([P](C=4C=CC=CC4)(C=5C=CC=CC5)C=6C=CC=CC6)([P](C=7C=CC=CC7)(C=8C=CC=CC8)C=9C=CC=CC9)[P](C=1C=CC=CC1)(C=1C=CC=CC1)C=1C=CC=CC1 (tetrakis(triphenylphosphine)palladium). Solvent: C(C)(=O)OCC (ethyl acetate). Conditions: temperature 100 celsius, time 4 hour. The product is CC1=CN=C(C2=CC(=CC=C12)C(=O)O)C1=C(C=C(C=C1F)F)F (4-methyl-1-(2,4,6-trifluorophenyl)isoquinoline-7-carboxylic acid). The yield is 74.1%. Reaction SMILES: Br[C:2]1[C:11]2[C:6](=[CH:7][C:8]([C:12]([O:14]C)=[O:13])=[CH:9][CH:10]=2)[C:5]([C:16]2[C:21]([F:22])=[CH:20][C:19]([F:23])=[CH:18][C:17]=2[F:24])=[N:4][CH:3]=1.[CH3:25]B1OB(C)OB(C)O1.C(=O)([O-])[O-].[Na+].[Na+].O1CCOCC1>C(OCC)(=O)C.C1C=CC([P]([Pd]([P](C2C=CC=CC=2)(C2C=CC=CC=2)C2C=CC=CC=2)([P](C2C=CC=CC=2)(C2C=CC=CC=2)C2C=CC=CC=2)[P](C2C=CC=CC=2)(C2C=CC=CC=2)C2C=CC=CC=2)(C2C=CC=CC=2)C2C=CC=CC=2)=CC=1>[CH3:25][C:2]1[C:11]2[C:6](=[CH:7][C:8]([C:12]([OH:14])=[O:13])=[CH:9][CH:10]=2)[C:5]([C:16]2[C:17]([F:24])=[CH:18][C:19]([F:23])=[CH:20][C:21]=2[F:22])=[N:4][CH:3]=1 |f:2.3.4,^1:55,57,76,95|. Procedure details: Under argon gas atmosphere, a mixture of methyl 4-bromo-1-(2,4,6-trifluorophenyl)isoquinoline-7-carboxylate (160 mg), trimethylboroxin (117 mg), tetrakis(triphenylphosphine)palladium (23 mg), 2M aqueous sodium carbonate solution (1 mL), and 1,4-dioxane (5 mL) was heated under stirring in an oil bath at 100° C. for 4 hours. The reaction mixture was returned to room temperature and diluted with ethyl acetate, and then the insoluble materials were separated by filtration through Celite. The filtrat... Starting materials: O[C@@H]1C[C@H]2[C@H](CC3=CC=CC(=C3C2)OCC(=O)O)[C@H]1\C=C\[C@H](CCCCC)O (2-((1R,2R,3aS,9aS)-2,3,3a,4,9,9a-hexahydro-2-hydroxy-1-((S,E)-3-hydroxyoct-1-enyl)-1H-cyclopenta[b]naphthalen-5-yloxy)acetic acid), [OH-].[K+] (potassium hydroxide). The reagents and catalysts are [Pd] (Pd/C). Solvent: CO (methanol). Product: CCCCC[C@@H](CC[C@@H]1[C@H]2CC3=CC=CC(=C3C[C@H]2C[C@H]1O)OCC(=O)O)O (Treprostinil). Yield: 88.0%. As a reaction SMILES: [OH:1][C@H:2]1[C@H:19](/[CH:20]=[CH:21]/[C@@H:22]([OH:28])[CH2:23][CH2:24][CH2:25][CH2:26][CH3:27])[C@H:5]2[CH2:6][C:7]3[C:12]([CH2:13][C@H:4]2[CH2:3]1)=[C:11]([O:14][CH2:15][C:16]([OH:18])=[O:17])[CH:10]=[CH:9][CH:8]=3.[OH-].[K+]>CO.[Pd]>[CH3:27][CH2:26][CH2:25][CH2:24][CH2:23][C@H:22]([OH:28])[CH2:21][CH2:20][C@H:19]1[C@H:2]([OH:1])[CH2:3][C@H:4]2[C@@H:5]1[CH2:6][C:7]1[C:12]([CH2:13]2)=[C:11]([O:14][CH2:15][C:16]([OH:18])=[O:17])[CH:10]=[CH:9][CH:8]=1 |f:1.2|. Procedure: 2-((1R,2R,3aS,9aS)-2,3,3a,4,9,9a-hexahydro-2-hydroxy-1-((S,E)-3-hydroxyoct-1-enyl)-1H-cyclopenta[b]naphthalen-5-yloxy)acetic acid (2.5 g, 0.008 mol) in dry methanol (25 ml) was treated with potassium hydroxide (0.5 g, 0.008 mol), then with 5% Pd/C (0.5 g, 20% wt) under hydrogen overnight at room temperature. Then, the reaction mixture was filtered with celite pad. The solvent was evaporated off under vacuum. The residues was diluted with 50 m ethyl acetate and 50 ml saturated sodium bicarbonate ... Reactants: C(C)OC(CC1=C(C=NC2=CC=C(N=C12)OC)F)=O ((3-fluoro-6-methoxy-[1,5]naphthyridin-4-yl)-acetic acid ethyl ester), BrCN1C(C=2C(C1=O)=CC=CC2)=O (N-(bromomethyl)phthalimide), methyl ester, [Li+].C[Si](C)(C)[N-][Si](C)(C)C (LiHMDS). The solvent is C1CCOC1 (THF), C1CCOC1 (THF), C1CCOC1 (THF). Run at temperature -78 celsius, time 1 hour. Product: C(C)OC(C(CN1C(C2=CC=CC=C2C1=O)=O)C1=C(C=NC2=CC=C(N=C12)OC)F)=O (rac-3-(1,3-dioxo-1,3-dihydro-isoindol-2-yl)-2-(3-fluoro-6-methoxy-[1,5]naphthyridin-4-yl)-propionic acid ethyl ester). Isolated yield 51.0%. Reaction SMILES: [CH2:1]([O:3][C:4](=[O:19])[CH2:5][C:6]1[C:15]2[C:10](=[CH:11][CH:12]=[C:13]([O:16][CH3:17])[N:14]=2)[N:9]=[CH:8][C:7]=1[F:18])[CH3:2].[Li+].C[Si]([N-][Si](C)(C)C)(C)C.Br[CH2:31][N:32]1[C:36](=[O:37])[C:35]2=[CH:38][CH:39]=[CH:40][CH:41]=[C:34]2[C:33]1=[O:42]>C1COCC1>[CH2:1]([O:3][C:4](=[O:19])[CH:5]([C:6]1[C:15]2[C:10](=[CH:11][CH:12]=[C:13]([O:16][CH3:17])[N:14]=2)[N:9]=[CH:8][C:7]=1[F:18])[CH2:31][N:32]1[C:36](=[O:37])[C:35]2[C:34](=[CH:41][CH:40]=[CH:39][CH:38]=2)[C:33]1=[O:42])[CH3:2] |f:1.2|. Procedure: A solution of (3-fluoro-6-methoxy-[1,5]naphthyridin-4-yl)-acetic acid ethyl ester (6.78 g; prepared in analogy to the corresponding methyl ester described in WO 2007/122258) in THF (30 mL) was added dropwise at −78° C. to a solution of LiHMDS (31 mL; 1M in THF) diluted in THF (20 mL). After stirring for 1 h at −78° C. a solution of N-(bromomethyl)phthalimide (7.40 g) in THF (30 mL) was added dropwise and the mixture was stirred for an additional 1 h at −78° C. and then overnight at rt. The yello...